From a dataset of the Open Reaction Database (ORD), a public repository of structured organic reaction records. describe an organic reaction: reactants, conditions, products, and yield Starting materials: O=S(=O)(O)CBr, Oc1ccc(Cl)cc1Br, [Na+], [Na], [OH-], O. The product is O=S(=O)(O)COc1ccc(Cl)cc1Br. As a reaction SMILES: [Br:12][CH2:13][S:14](=[O:15])(=[O:16])[OH:17].[Br:1][c:2]1[c:3]([OH:9])[cH:4][cH:5][c:6]([Cl:8])[cH:7]1.[Na+:11].[Na:18].[OH-:10].[OH2:19]>>[Br:1][c:2]1[c:3]([O:9][CH2:13][S:14](=[O:15])(=[O:16])[OH:17])[cH:4][cH:5][c:6]([Cl:8])[cH:7]1. The reactants are N1=CC=C(C=C1)C(C(C(CC)=O)=NO)=O (1-(4-pyridyl)-1,3-diketo-2-oximinopentane), Cl (hydrochloric acid), [H][H] (hydrogen). Reagents/catalysts: [Pd] (palladium on carbon). The solvent is C(C)(=O)O (acetic acid). Product: N1=CC=C(C=C1)C(C(C(CC)=O)N)O (1-(4-Pyridyl)-1-hydroxy-2-amino-3-ketopentane), dihydrochloric acid. Reaction SMILES: [N:1]1[CH:6]=[CH:5][C:4]([C:7](=[O:15])[C:8](=[N:13]O)[C:9](=[O:12])[CH2:10][CH3:11])=[CH:3][CH:2]=1.[H][H].Cl>C(O)(=O)C.[Pd]>[N:1]1[CH:6]=[CH:5][C:4]([CH:7]([OH:15])[CH:8]([NH2:13])[C:9](=[O:12])[CH2:10][CH3:11])=[CH:3][CH:2]=1. Procedure: In 1000 ml acetic acid was dissolved 23.0 g (0.11 mol) of 1-(4-pyridyl)-1,3-diketo-2-oximinopentane. The solution is charged with 1.0 g of 10% palladium on carbon and hydrogenated until three equivalents of hydrogen were taken up. The mixture was acidified with 18.5 ml of 12N hydrochloric acid, filtered and the solvent evaporaed to give the title compound as the dihydrochloric acid salt; m.p. 225° C. Starting materials: [NH4+].[OH-] (Ammonia aqueous), ClC(C(=O)C=1N(C=CC1)C=1C=C(C(=O)OC)C=CC1)(Cl)Cl (methyl 3-(2-trichloroacetylpyrrol-1-yl)benzoate), CN(C=O)C (N,N-dimethylformamide), C(C)(=O)OCC (ethyl acetate). Run in O (water). Run at time 1.5 hour. Product: C(N)(=O)C=1N(C=CC1)C=1C=C(C(=O)OC)C=CC1 (methyl 3-(2-carbamoylpyrrol-1-yl)benzoate). Reaction SMILES: [NH4+].[OH-].ClC(Cl)(Cl)[C:5]([C:7]1[N:8]([C:12]2[CH:13]=[C:14]([CH:19]=[CH:20][CH:21]=2)[C:15]([O:17][CH3:18])=[O:16])[CH:9]=[CH:10][CH:11]=1)=[O:6].C[N:25](C)C=O.C(OCC)(=O)C>O>[C:5]([C:7]1[N:8]([C:12]2[CH:13]=[C:14]([CH:19]=[CH:20][CH:21]=2)[C:15]([O:17][CH3:18])=[O:16])[CH:9]=[CH:10][CH:11]=1)(=[O:6])[NH2:25] |f:0.1|. Reported procedure: 28% Ammonia aqueous solution (0.4 ml) was added to a mixture of methyl 3-(2-trichloroacetylpyrrol-1-yl)benzoate (1.0 g) and N,N-dimethylformamide (2 ml), and the mixture was stirred for 1.5 hours at ambient temperature. The mixture was poured into a mixture of ethyl acetate and water. The separated organic layer was washed with water, dried over magnesium sulfate and evaporated in vacuo. The residue was triturated with diisopropyl ether to give methyl 3-(2-carbamoylpyrrol-1-yl)benzoate (0.61 g). The reactants are N(=[N+]=[N-])C(=O)C=1N=CC(=NC1)C(=O)OCC (ethyl 5-(azidocarbonyl)pyrazine-2-carboxylate), C(C)(C)(C)O (tert-butanol). The solvent is C1(=CC=CC=C1)C (toluene). Yields the product C(C)(C)(C)OC(=O)C=1N=CC(=NC1)C(=O)OCC (Ethyl 5-(tert-butoxycarbonyl)pyrazine-2-carboxylate). The yield is 65.8%. Reaction SMILES: N([C:4]([C:6]1[N:7]=[CH:8][C:9]([C:12]([O:14][CH2:15][CH3:16])=[O:13])=[N:10][CH:11]=1)=[O:5])=[N+]=[N-].[C:17]([OH:21])([CH3:20])([CH3:19])[CH3:18]>C1(C)C=CC=CC=1>[C:17]([O:21][C:4]([C:6]1[N:7]=[CH:8][C:9]([C:12]([O:14][CH2:15][CH3:16])=[O:13])=[N:10][CH:11]=1)=[O:5])([CH3:20])([CH3:19])[CH3:18]. Procedure: A mixture of ethyl 5-(azidocarbonyl)pyrazine-2-carboxylate (1.00 g, 4.52 mmol), tert-butanol (1.5 mL, 20.2 mmol) and toluene (15 mL) was heated to reflux for 1 hour. After cooling to room temperature, the solid precipitate was collected to afford the title compound (0.75 g). Reaction conditions: temperature 100 celsius, time 3 hour. Reported procedure: 6-Bromo-2-(pyrrolidin-1-ylmethyl)thieno[3,2-d]pyrimidin-4(3H)-one (100 mg), tert-butyl 3-methyl-4-(4,4,5,5-tetramethyl-1,3,2-dioxaborolan-2-yl)-1H-pyrazole-1-carboxylate (294 mg), sodium carbonate (95 mg), 1,2-dimethoxyethane (3.0 mL) and water (1.5 mL) were placed in a flask, and the atmosphere in the flask was purged with argon. [1,1′-Bis(diphenylphosphino)ferrocene]palladium(II) dichloride-dichloromethane complex (1:1) (26 mg) was added, and the atmosphere in the flask was purged again with a... Run in O (water). Reactants: BrC1=CC=2N=C(NC(C2S1)=O)CN1CCCC1 (6-Bromo-2-(pyrrolidin-1-ylmethyl)thieno[3,2-d]pyrimidin-4(3H)-one), CC1=NN(C=C1B1OC(C(O1)(C)C)(C)C)C(=O)OC(C)(C)C (tert-butyl 3-methyl-4-(4,4,5,5-tetramethyl-1,3,2-dioxaborolan-2-yl)-1H-pyrazole-1-carboxylate), C([O-])([O-])=O.[Na+].[Na+] (sodium carbonate), COCCOC (1,2-dimethoxyethane). Product: CC1=C(C=NN1)C1=CC=2N=C(NC(C2S1)=O)CN1CCCC1 (6-(5-methyl-1H-pyrazol-4-yl)-2-(pyrrolidin-1-ylmethyl)thieno[3,2-d]pyrimidin-4(3H)-one). Isolated yield 43.8%. Reaction SMILES: Br[C:2]1[S:10][C:9]2[C:8](=[O:11])[NH:7][C:6]([CH2:12][N:13]3[CH2:17][CH2:16][CH2:15][CH2:14]3)=[N:5][C:4]=2[CH:3]=1.[CH3:18][C:19]1[C:23](B2OC(C)(C)C(C)(C)O2)=[CH:22][N:21](C(OC(C)(C)C)=O)[N:20]=1.C(=O)([O-])[O-].[Na+].[Na+].COCCOC>O>[CH3:18][C:19]1[NH:20][N:21]=[CH:22][C:23]=1[C:2]1[S:10][C:9]2[C:8](=[O:11])[NH:7][C:6]([CH2:12][N:13]3[CH2:17][CH2:16][CH2:15][CH2:14]3)=[N:5][C:4]=2[CH:3]=1 |f:2.3.4|. The reactants are FC1=CC=C(C=C1)CC1=CN=C2C(=C(C(N(C2=C1)CC=1N(C=CN1)C)=O)C(=O)NCCOC)O (7-[(4-Fluorophenyl)methyl]-4-hydroxy-1-[(1-methyl-1H-imidazol-2-yl)methyl]-N-[2-(methyloxy)ethyl]-2-oxo-1,2-dihydro-1,5-naphthyridine-3-carboxamide), [OH-].[Na+] (sodium hydroxide). Product: FC1=CC=C(C=C1)CC1=CN=C2C(=C(C(N(C2=C1)CC=1N(C=CN1)C)=O)C(=O)NCCOC)[O-].[Na+] (sodium 7-[(4-fluorophenyl)methyl]-1-[(1-methyl-1H-imidazol-2-yl)methyl]-3-({[2-(methyloxy)ethyl]amino}carbonyl)-2-oxo-1,2-dihydro-1,5-naphthyridine-4-olate). The yield is 89.0%. RXN SMILES: [F:1][C:2]1[CH:7]=[CH:6][C:5]([CH2:8][C:9]2[CH:18]=[C:17]3[C:12]([C:13]([OH:34])=[C:14]([C:27]([NH:29][CH2:30][CH2:31][O:32][CH3:33])=[O:28])[C:15](=[O:26])[N:16]3[CH2:19][C:20]3[N:21]([CH3:25])[CH:22]=[CH:23][N:24]=3)=[N:11][CH:10]=2)=[CH:4][CH:3]=1.[OH-].[Na+:36]>>[F:1][C:2]1[CH:7]=[CH:6][C:5]([CH2:8][C:9]2[CH:18]=[C:17]3[C:12]([C:13]([O-:34])=[C:14]([C:27]([NH:29][CH2:30][CH2:31][O:32][CH3:33])=[O:28])[C:15](=[O:26])[N:16]3[CH2:19][C:20]3[N:21]([CH3:25])[CH:22]=[CH:23][N:24]=3)=[N:11][CH:10]=2)=[CH:4][CH:3]=1.[Na+:36] |f:1.2,3.4|. Reported procedure: In a manner similar to that described in example 474, from 7-[(4-fluorophenyl)methyl]-4-hydroxy-1-[(1-methyl-1H-imidazol-2-yl)methyl]-N-[2-(methyloxy)ethyl]-2-oxo-1,2-dihydro-1,5-naphthyridine-3-carboxamide (506 mg, 1.09 mmol described in example 467) and 1 N sodium hydroxide (1.06 mL) was prepared sodium 7-[(4-fluorophenyl)methyl]-1-[(1-methyl-1H-imidazol-2-yl)methyl]-3-({[2-(methyloxy)ethyl]amino}carbonyl)-2-oxo-1,2-dihydro-1,5-naphthyridine-4-olate (473 mg, 89% yield) as a white solid. 1H NMR... The reactants are O.[OH-].[Li+] (lithium hydroxide monohydrate), COC([C@@H](C#CCC1=CC=C(C=C1)CCCCN)NC(=O)OC(C)(C)C)=O (5-[4-(4-Aminobutyl)phenyl]-2-(R)-tert-butoxycarbonylaminopentynoic acid methyl ester), Cl (HCl). Solvent: CO (methanol), C1CCOC1 (THF), O (water). Run at time 2 hour. Yields the product NCCCCC1=CC=C(C=C1)CCC[C@H](C(=O)O)NC(=O)OC(C)(C)C (5-[4-(4-Aminobutyl)phenyl]-2-(R)-tert-butoxycarbonylaminopentanoic acid). The yield is 102.0%. RXN SMILES: C[O:2][C:3](=[O:27])[C@H:4]([NH:19][C:20]([O:22][C:23]([CH3:26])([CH3:25])[CH3:24])=[O:21])[C:5]#[C:6][CH2:7][C:8]1[CH:13]=[CH:12][C:11]([CH2:14][CH2:15][CH2:16][CH2:17][NH2:18])=[CH:10][CH:9]=1.O.[OH-].[Li+].Cl>CO.C1COCC1.O>[NH2:18][CH2:17][CH2:16][CH2:15][CH2:14][C:11]1[CH:12]=[CH:13][C:8]([CH2:7][CH2:6][CH2:5][C@@H:4]([NH:19][C:20]([O:22][C:23]([CH3:26])([CH3:25])[CH3:24])=[O:21])[C:3]([OH:27])=[O:2])=[CH:9][CH:10]=1 |f:1.2.3|. Procedure details: Compound 240 (0.40 g, 0.780 mmol) was dissolved in a mixture of methanol and THF (10 mL, 1/1, v/v). To the solution was added lithium hydroxide monohydrate (0.063 g, 1.561 mmol) dissolved in water (1 mL). The reaction mixture was stirred at room temperature for two hours, and then neutralized with 2N aqueous HCl solution to pH 5. The mixture was then concentrated under vacuum. The residue was taken into ethanol (3 mL) and the resulting solution was concentrated again under vacuum. The procedure ... The reactants are NN (hydrazine), CCN(C(C)C)C(C)C (Hunig's base), C(C)[C@H]1N(CCOC1)C1=CC(=NC(=N1)NC)C1=CC(=C(C#N)C(=C1)F)F (4-[6-[(3R)-3-ethyl-4-morpholinyl]-2-(methylamino)-4-pyrimidinyl]-2,6-difluorobenzonitrile), CN (methylamine), C1CCOC1 (THF). The solvent is CCOC(=O)C (EtOAc), CN(C)C=O (DMF), CC#N (CH3CN). Conditions: time 2 hour. Product: C(C)[C@H]1N(CCOC1)C1=CC(=NC(=N1)NC)C=1C=C(C=2C(=NNC2C1)N)NC (6-[6-[(3R)-3-Ethyl-4-morpholinyl]-2-(methylamino)-4-pyrimidinyl]-N4-methyl-1H-indazole-3,4-diamine). RXN SMILES: C([C@@H]1COCC[N:4]1[C:9]1[N:14]=[C:13]([NH:15][CH3:16])[N:12]=[C:11]([C:17]2[CH:24]=[C:23](F)[C:20]([C:21]#[N:22])=[C:19](F)[CH:18]=2)[CH:10]=1)C.[CH3:27][NH2:28].[CH2:29]1[CH2:33][O:32][CH2:31][CH2:30]1.[NH2:34][NH2:35].CCN([CH:42]([CH3:44])C)C(C)C>CC#N.CCOC(C)=O.CN(C=O)C>[CH2:42]([C@@H:30]1[CH2:31][O:32][CH2:33][CH2:29][N:4]1[C:9]1[N:14]=[C:13]([NH:15][CH3:16])[N:12]=[C:11]([C:17]2[CH:18]=[C:19]([NH:28][CH3:27])[C:20]3[C:21]([NH2:22])=[N:34][NH:35][C:23]=3[CH:24]=2)[CH:10]=1)[CH3:44]. Procedure: To a 4 mL vial was added 4-[6-[(3R)-3-ethyl-4-morpholinyl]-2-(methylamino)-4-pyrimidinyl]-2,6-difluorobenzonitrile (100 mg, 0.278 mmol), DMF (1 mL), and methylamine in THF (2 M, 0.14 mL, 0.28 mmol). The reaction was stirred at room temperature for 2 hours. The reaction was then poured into EtOAc (10 mL) and the aqueous was extracted with EtOAc (2×). The organics were then dried over Na2SO4 and concentrated to afford a yellow oil that was taken up in CH3CN (1.5 mL) and added to a 5 mL microwave v...